This data is from the Open Reaction Database (ORD), a public repository of structured organic reaction records. The task is: describe an organic reaction: reactants, conditions, products, and yield Reactants: CC(=O)O, CN(C)C=O, CCOC(C)=O, [C-]#[N+]C(C(=O)OCc1ccccc1)N1C(=O)C(NC(=O)COc2ccccc2)C1SC(=O)OCC(Cl)(Cl)Cl, [Zn]. Yields the product O=C(COc1ccccc1)NC1C(=O)N2C(C(=O)OCc3ccccc3)N=CSC12. As a reaction SMILES: [CH3:39][C:40](=[O:41])[OH:42].[CH3:43][N:44]([CH3:45])[CH:46]=[O:47].[CH3:48][CH2:49][O:50][C:51](=[O:52])[CH3:53].[O:1]([c:2]1[cH:3][cH:4][cH:5][cH:6][cH:7]1)[CH2:8][C:9](=[O:10])[NH:11][CH:12]1[C:13](=[O:38])[N:14]([CH:25]([C:26](=[O:27])[O:28][CH2:29][c:30]2[cH:31][cH:32][cH:33][cH:34][cH:35]2)[N+:36]#[C-:37])[CH:15]1[S:16][C:17]([O:18][CH2:19][C:20]([Cl:21])([Cl:22])[Cl:23])=[O:24].[Zn:54]>>[O:1]([c:2]1[cH:3][cH:4][cH:5][cH:6][cH:7]1)[CH2:8][C:9](=[O:10])[NH:11][CH:12]1[C:13](=[O:38])[N:14]2[CH:15]1[S:16][CH:17]=[N:36][CH:25]2[C:26](=[O:27])[O:28][CH2:29][c:30]1[cH:31][cH:32][cH:33][cH:34][cH:35]1. Reactants: C(=O)([O-])[O-].[K+].[K+] (K2CO3), N1N=CN=C1 (1H-1,2,4-triazole), ice, FC1=C(C=CC(=C1)F)[C@@]1([C@@H](C)O)CO1 ((2R,3S)-3-(2,4-Difluorophenyl)-3,4-epoxy-2-butanol), FC1=C(C=CC(=C1)F)[C@@]1([C@@H](C)O)CO1 ((2R, 3S)-3-(2,4-Difluorophenyl)-3,4-epoxy-2-butanol). The solvent is CN(C=O)C (N,N-dimethylformamide), CN(C=O)C (N,N-dimethylformamide). Conditions: temperature 80 celsius. Product: FC1=C(C=CC(=C1)F)[C@](CN1N=CN=C1)([C@@H](C)O)O ((2S,3R)-2-(2,4-Difluorophenyl)-1-(1H-1,2,4-triazol-1-yl)-2,3-butanediol). The yield is 38.0%. RXN SMILES: C([O-])([O-])=O.[K+].[K+].[NH:7]1[CH:11]=[N:10][CH:9]=[N:8]1.[F:12][C:13]1[CH:18]=[C:17]([F:19])[CH:16]=[CH:15][C:14]=1[C@@:20]1([O:25][CH2:24]1)[C@H:21]([OH:23])[CH3:22]>CN(C)C=O>[F:12][C:13]1[CH:18]=[C:17]([F:19])[CH:16]=[CH:15][C:14]=1[C@@:20]([OH:25])([C@H:21]([OH:23])[CH3:22])[CH2:24][N:7]1[CH:11]=[N:10][CH:9]=[N:8]1 |f:0.1.2|. Procedure details: To an ice cooled suspension of anhydrous K2CO3 (0.691 g, 0.005 mole) in N,N-dimethylformamide (7 ml), 1H-1,2,4-triazole (0.345, 0.005 mole) was added in small portions under art atmosphere of nitrogen. The mixture was slowly brought to room temperature and a solution of compound 7c (2R, 3S)-3-(2,4-Difluorophenyl)-3,4-epoxy-2-butanol (0.5 g, 0.0025 mole) in N,N-dimethylformamide (1 ml) was added. The resulting mixture was heated at 80° C. for 2 hours. The solvent was removed under reduced pressur... Procedure details: (3-{[3-(2-Isopropoxy-phenyl)-propylamino]-methyl}-phenyl)-piperidin methanone. The title compound was prepared as in Example 1, steps D and E, substituting 3-(2-isopropoxy-phenyl)-propylamine for N1-(2-isopropoxy-phenyl) -ethane-1,2-diamine in step E. MS (ESI): mass calculated for C25H34N2O2, 394.26; m/z found, 395.3 [M+H]+, 417.3 [M+Na]+. 1H NMR (400 MHz, CDCl3): 7.38-7.32 (m, 3H), 7.27-7.24 (m, 1H), 7.15-7.10 (m, 2H), 6.86-6.82 (m, 2H), 4.53 (hept, J=6.1 Hz, 1H), 3.81 (s, 2H), 3.70 (br s, 2H),... Reaction SMILES: [CH:1]([O:4][C:5]1[CH:10]=[CH:9][CH:8]=[CH:7][C:6]=1[CH2:11][CH2:12][CH2:13][NH:14][CH2:15][C:16]1[CH:17]=[C:18]([CH:22]2[CH2:27][CH2:26][CH2:25][CH2:24][N:23]2[CH:28]=O)[CH:19]=[CH:20][CH:21]=1)([CH3:3])[CH3:2].C([O:33]C1C=CC=CC=1NCCN)(C)C>>[CH:1]([O:4][C:5]1[CH:10]=[CH:9][CH:8]=[CH:7][C:6]=1[CH2:11][CH2:12][CH2:13][NH:14][CH2:15][C:16]1[CH:17]=[C:18]([C:22]([N:23]2[CH2:24][CH2:25][CH2:26][CH2:27][CH2:28]2)=[O:33])[CH:19]=[CH:20][CH:21]=1)([CH3:2])[CH3:3]. Product: C(C)(C)OC1=C(C=CC=C1)CCCNCC=1C=C(C=CC1)C(=O)N1CCCCC1 ((3-{[3-(2-Isopropoxy-phenyl)-propylamino]-methyl}-phenyl)-piperidin-1-yl-methanone). Reactants: C(C)(C)OC1=C(C=CC=C1)CCCNCC=1C=C(C=CC1)C1N(CCCC1)C=O ((3-{[3-(2-Isopropoxy-phenyl)-propylamino]-methyl}-phenyl)-piperidin methanone), C(C)(C)OC1=C(C=CC=C1)NCCN (N1-(2-isopropoxy-phenyl) -ethane-1,2-diamine). Starting materials: Cl.C(CC)NC([C@H](NC([C@@H](NC([C@@H](N)CCSC)=O)CC(O)=O)=O)C)=O (L-methionyl-L-aspartyl-D-alanine n-propylamide hydrochloride), C(C)(C)(C)OC(=O)N[C@@H](CC1=CNC2=CC=CC=C12)C(=O)N[C@@H](CCSC)C(=O)N[C@@H](CC(O)=O)C(=O)N[C@H](C)C(=O)N (N-t-butoxycarbonyl-L-tryptophanyl-L-methionyl-L-aspartyl-D-alanine amide). Yields the product C(CC)NC([C@H](NC([C@@H](NC([C@@H](NC([C@@H](NC(=O)OC(C)(C)C)CC1=CNC2=CC=CC=C12)=O)CCSC)=O)CC(O)=O)=O)C)=O (N-t-butoxycarbonyl-L-tryptophanyl-L-methionyl-L-aspartyl-D-alanine n-propylamide). As a reaction SMILES: Cl.[CH2:2]([NH:5][C:6](=[O:26])[C@@H:7]([CH3:25])[NH:8][C:9](=[O:24])[C@H:10]([CH2:20][C:21](=[O:23])[OH:22])[NH:11][C:12](=[O:19])[C@H:13]([CH2:15][CH2:16][S:17][CH3:18])[NH2:14])[CH2:3][CH3:4].[C:27]([O:31][C:32]([NH:34][C@H:35]([C:46](N[C@H](C(N[C@H](C(N[C@@H](C(N)=O)C)=O)CC(=O)O)=O)CCSC)=[O:47])[CH2:36][C:37]1[C:45]2[C:40](=[CH:41][CH:42]=[CH:43][CH:44]=2)[NH:39][CH:38]=1)=[O:33])([CH3:30])([CH3:29])[CH3:28]>>[CH2:2]([NH:5][C:6](=[O:26])[C@@H:7]([CH3:25])[NH:8][C:9](=[O:24])[C@H:10]([CH2:20][C:21](=[O:22])[OH:23])[NH:11][C:12](=[O:19])[C@H:13]([CH2:15][CH2:16][S:17][CH3:18])[NH:14][C:46](=[O:47])[C@H:35]([CH2:36][C:37]1[C:45]2[C:40](=[CH:41][CH:42]=[CH:43][CH:44]=2)[NH:39][CH:38]=1)[NH:34][C:32]([O:31][C:27]([CH3:30])([CH3:28])[CH3:29])=[O:33])[CH2:3][CH3:4] |f:0.1|. Procedure: When an equivalent quantity of L-methionyl-L-aspartyl-D-alanine n-propylamide hydrochloride is substituted for the L-methionyl-L-aspartyl-D-alanine amide hydrochloride of Example 6, and the procedure detailed therein substantially repeated, there is obtained N-t-butoxycarbonyl-L-tryptophanyl-L-methionyl-L-aspartyl-D-alanine n-propylamide. This compound melts at about 143.5°-148° C. with decomposition and is represented by the following formula.